This data is from the Open Reaction Database (ORD), a public repository of structured organic reaction records. The task is: describe an organic reaction: reactants, conditions, products, and yield The reagents and catalysts are [Cl-].C(CCC)[N+](CCCC)(CCCC)CCCC (tetrabuylammonium chloride), C(C)(=O)[O-].[Pd+2].C(C)(=O)[O-] (palladium acetate). Reaction conditions: temperature 150 celsius. The product is CC1=C(C(=CC(=C1)C)C)C1C(C2C3CC(C(C2C1=O)O3)C=C)=O ((1RS,2SR,6RS,7SR,8RS)-4-(2,4,6-trimethylphenyl)-8-vinyl-10-oxatricyclo[5.2.1.02,6]decane-3,5-dione). Solvent: CN(C=O)C (N,N-dimethylformamide). Procedure details: A mixture of (1RS,2SR,6RS,7SR)-4-(2,4,6-trimethylphenyl)-10-oxatricyclo[5.2.1.02,6]dec-8-en-3,5-dione (510 mg, 1.8 mmol), vinyl iodide (280 mg, 1.8 mmol), palladium acetate (20 mg, 0.09 mmol), sodium formate (454 mg, 5.4 mmol) and tetrabuylammonium chloride (500 mg, 1.8 mmol) in dry N,N-dimethylformamide (15 ml) are heated at 150° C. for 20 minutes under microwave irradiation. The mixture is cooled to room temperature and partitioned between water and ethyl acetate. The organic extracts are comb... The reactants are CC1=C(C(=CC(=C1)C)C)C1C(C2C3C=CC(C2C1=O)O3)=O ((1RS,2SR,6RS,7SR)-4-(2,4,6-trimethylphenyl)-10-oxatricyclo[5.2.1.02,6]dec-8-en-3,5-dione), C(=C)I (vinyl iodide), C(=O)[O-].[Na+] (sodium formate). As a reaction SMILES: [CH3:1][C:2]1[CH:7]=[C:6]([CH3:8])[CH:5]=[C:4]([CH3:9])[C:3]=1[CH:10]1[C:18](=[O:19])[CH:17]2[CH:12]([CH:13]3[O:20][CH:16]2[CH:15]=[CH:14]3)[C:11]1=[O:21].[CH:22](I)=[CH2:23].C([O-])=O.[Na+]>[Cl-].C([N+](CCCC)(CCCC)CCCC)CCC.CN(C)C=O.C([O-])(=O)C.[Pd+2].C([O-])(=O)C>[CH3:1][C:2]1[CH:7]=[C:6]([CH3:8])[CH:5]=[C:4]([CH3:9])[C:3]=1[CH:10]1[C:11](=[O:21])[CH:12]2[CH:17]([CH:16]3[O:20][CH:13]2[CH:14]([CH:22]=[CH2:23])[CH2:15]3)[C:18]1=[O:19] |f:2.3,4.5,7.8.9|. Starting materials: C1CCOC1, Cc1onc(-c2ccccc2)c1CO, CCOC(C)=O, COC(=O)c1ccc(Cl)nc1, [H-], [Na+]. Yields the product COC(=O)c1ccc(OCc2c(-c3ccccc3)noc2C)nc1. Reaction SMILES: [CH2:28]1[O:29][CH2:30][CH2:31][CH2:32]1.[CH3:1][c:2]1[c:3]([CH2:13][OH:14])[c:4](-[c:7]2[cH:8][cH:9][cH:10][cH:11][cH:12]2)[n:5][o:6]1.[CH3:33][CH2:34][O:35][C:36](=[O:37])[CH3:38].[Cl:17][c:18]1[n:19][cH:20][c:21]([C:22](=[O:23])[O:24][CH3:25])[cH:26][cH:27]1.[H-:15].[Na+:16]>>[CH3:1][c:2]1[c:3]([CH2:13][O:14][c:18]2[n:19][cH:20][c:21]([C:22](=[O:23])[O:24][CH3:25])[cH:26][cH:27]2)[c:4](-[c:7]2[cH:8][cH:9][cH:10][cH:11][cH:12]2)[n:5][o:6]1. Starting materials: C#CCBr, B1C2CCCC1CCC2, COc1cc(Cl)nnc1Oc1ccccc1C, [Na+], C1CCOC1, [OH-], O, c1ccc(P(c2ccccc2)(c2ccccc2)[Pd](P(c2ccccc2)(c2ccccc2)c2ccccc2)(P(c2ccccc2)(c2ccccc2)c2ccccc2)P(c2ccccc2)(c2ccccc2)c2ccccc2)cc1. The product is COc1cc(C2CC2)nnc1Oc1ccccc1C. As a reaction SMILES: [CH2:10]([Br:11])[C:12]#[CH:13].[CH:1]12[BH:4][CH:3]([CH2:2][CH2:8][CH2:9]1)[CH2:5][CH2:6][CH2:7]2.[Cl:16][c:17]1[cH:18][c:19]([O:31][CH3:32])[c:20]([O:23][c:24]2[c:25]([CH3:30])[cH:26][cH:27][cH:28][cH:29]2)[n:21][n:22]1.[Na+:15].[O:111]1[CH2:112][CH2:113][CH2:114][CH2:115]1.[OH-:14].[OH2:110].[cH:33]1[cH:34][cH:35][c:36]([P:37]([Pd:38]([P:39]([c:40]2[cH:41][cH:42][cH:43][cH:44][cH:45]2)([c:46]2[cH:47][cH:48][cH:49][cH:50][cH:51]2)[c:52]2[cH:53][cH:54][cH:55][cH:56][cH:57]2)([P:58]([c:59]2[cH:60][cH:61][cH:62][cH:63][cH:64]2)([c:65]2[cH:66][cH:67][cH:68][cH:69][cH:70]2)[c:71]2[cH:72][cH:73][cH:74][cH:75][cH:76]2)[P:77]([c:78]2[cH:79][cH:80][cH:81][cH:82][cH:83]2)([c:84]2[cH:85][cH:86][cH:87][cH:88][cH:89]2)[c:90]2[cH:91][cH:92][cH:93][cH:94][cH:95]2)([c:96]2[cH:97][cH:98][cH:99][cH:100][cH:101]2)[c:102]2[cH:103][cH:104][cH:105][cH:106][cH:107]2)[cH:108][cH:109]1>>[CH2:1]1[CH:8]([c:17]2[cH:18][c:19]([O:31][CH3:32])[c:20]([O:23][c:24]3[c:25]([CH3:30])[cH:26][cH:27][cH:28][cH:29]3)[n:21][n:22]2)[CH2:9]1. Starting materials: CCN(CC)c1ccc(Nc2cc(N)ncn2)cc1, O=C=Nc1c(F)cccc1F, C1COCCO1. The product is CCN(CC)c1ccc(Nc2cc(NC(=O)Nc3c(F)cccc3F)ncn2)cc1. Reaction SMILES: [CH2:1]([CH3:2])[N:3]([c:4]1[cH:5][cH:6][c:7]([NH:10][c:11]2[n:12][cH:13][n:14][c:15]([NH2:17])[cH:16]2)[cH:8][cH:9]1)[CH2:18][CH3:19].[F:20][c:21]1[c:22]([N:28]=[C:29]=[O:30])[c:23]([F:27])[cH:24][cH:25][cH:26]1.[O:31]1[CH2:32][CH2:33][O:34][CH2:35][CH2:36]1>>[CH2:1]([CH3:2])[N:3]([c:4]1[cH:5][cH:6][c:7]([NH:10][c:11]2[n:12][cH:13][n:14][c:15]([NH:17][C:29]([NH:28][c:22]3[c:21]([F:20])[cH:26][cH:25][cH:24][c:23]3[F:27])=[O:30])[cH:16]2)[cH:8][cH:9]1)[CH2:18][CH3:19]. Starting materials: ClC1=CC=C(C=C1)S (4-chlorothiophenol), [OH-].[Na+] (NaOH), ClC1=C(C#N)C=C(C=C1)[N+](=O)[O-] (2-chloro-5-nitrobenzonitrile), [OH-].[Na+] (NaOH), O (water). Reaction SMILES: [Cl:1][C:2]1[CH:7]=[CH:6][C:5]([SH:8])=[CH:4][CH:3]=1.[OH-].[Na+].Cl[C:12]1[CH:19]=[CH:18][C:17]([N+:20]([O-:22])=[O:21])=[CH:16][C:13]=1[C:14]#[N:15].O>CS(C)=O>[Cl:1][C:2]1[CH:7]=[CH:6][C:5]([S:8][C:12]2[CH:19]=[CH:18][C:17]([N+:20]([O-:22])=[O:21])=[CH:16][C:13]=2[C:14]#[N:15])=[CH:4][CH:3]=1 |f:1.2|. Conditions: temperature 60 celsius. Yield: 99.1%. Solvent: CS(=O)C (DMSO). Reported procedure: To a solution of 15.2 g (0.105 moles) of 4-chlorothiophenol dissolved in 150 ml of DMSO was added 4.2 g (0.105 moles) of NaOH. The mixture was heated to 60° C. and 18.3 g (0.100 moles) of 2-chloro-5-nitrobenzonitrile was added and the mixture heated at 60° C. for 21/2 hrs. The mixture was cooled and poured into a solution of 100 ml of 2 N aqueous NaOH and 600 ml of water. The product was collected by filtration, washed well with water and dried to obtain 28.8 g of product (99% yield). Recrystall... The product is ClC1=CC=C(C=C1)SC1=C(C#N)C=C(C=C1)[N+](=O)[O-] (2-((4-Chlorophenyl)thio)-5-nitrobenzonitrile). The reactants are [C@@H]12CNC[C@@H](CC1)N2C(=O)OC(C)(C)C (tert-butyl (1S,5R)-3,8-diazabicyclo[3.2.1]octane-8-carboxylate), ClC=1C=CC=2N(N1)C(=NN2)C(F)(F)F (6-chloro-3-(trifluoromethyl)-[1,2,4]triazolo[4,3-b]pyridazine). Yields the product FC(C1=NN=C2N1N=C(C=C2)N2C[C@@H]1CC[C@H](C2)N1C(=O)OC(C)(C)C)(F)F (tert-butyl (1S,5R)-3-[3-(trifluoromethyl)-[1,2,4]triazolo[4,3-b]pyridazin-6-yl]-3,8-diazabicyclo[3.2.1]octane-8-carboxylate). Reaction SMILES: [C@H:1]12[N:8]([C:9]([O:11][C:12]([CH3:15])([CH3:14])[CH3:13])=[O:10])[C@H:5]([CH2:6][CH2:7]1)[CH2:4][NH:3][CH2:2]2.Cl[C:17]1[CH:18]=[CH:19][C:20]2[N:21]([C:23]([C:26]([F:29])([F:28])[F:27])=[N:24][N:25]=2)[N:22]=1>>[F:28][C:26]([F:27])([F:29])[C:23]1[N:21]2[N:22]=[C:17]([N:3]3[CH2:4][C@@H:5]4[N:8]([C:9]([O:11][C:12]([CH3:15])([CH3:14])[CH3:13])=[O:10])[C@@H:1]([CH2:7][CH2:6]4)[CH2:2]3)[CH:18]=[CH:19][C:20]2=[N:25][N:24]=1. Reported procedure: A mixture of tert-butyl (1S,5R)-3,8-diazabicyclo[3.2.1]octane-8-carboxylate and 6-chloro-3-(trifluoromethyl)-[1,2,4]triazolo[4,3-b]pyridazine was allowed to react by General Synthetic Method 3. The crude product was purified by hplc using a Waters XBridge Prep C18 OBD column (5μ silica, 19 mm diameter, 100 mm length) eluted with decreasingly polar mixtures of water (containing 1% aqueous ammonia) and acetonitrile as eluents to give tert-butyl (1S,5R)-3-[3-(trifluoromethyl)-[1,2,4]triazolo[4,3-b]... Starting materials: O=C([O-])[O-], CS(C)=O, CCC(C)Nc1cc(C(=O)OC)c(C)cc1C#N, [K+], [K+], OO. The product is CCC(C)Nc1cc(C(=O)OC)c(C)cc1C(N)=O. Reaction SMILES: [C:21]([O-:22])(=[O:23])[O-:24].[CH3:27][S:28]([CH3:29])=[O:30].[CH:1]([CH3:2])([CH2:3][CH3:4])[NH:5][c:6]1[c:7]([C:17]#[N:18])[cH:8][c:9]([CH3:16])[c:10]([C:11](=[O:12])[O:13][CH3:14])[cH:15]1.[K+:25].[K+:26].[OH:19][OH:20]>>[CH:1]([CH3:2])([CH2:3][CH3:4])[NH:5][c:6]1[c:7]([C:17]([NH2:18])=[O:22])[cH:8][c:9]([CH3:16])[c:10]([C:11](=[O:12])[O:13][CH3:14])[cH:15]1.